This data is from the Open Reaction Database (ORD), a public repository of structured organic reaction records. The task is: describe an organic reaction: reactants, conditions, products, and yield Starting materials: FC1=C(C#N)C=CC(=C1)N1C2=CC=CC=C2C=2C(=CC=CC12)C=1C=NC2=CC=CC=C2C1 (2-fluoro-4-[4-(quinolin-3-yl)-9H-carbazol-9-yl]benzonitrile), aqueous solution, [OH-].[Na+] (sodium hydroxide), aqueous solution, OO (hydrogen peroxide), C([O-])([O-])=O.[K+].[K+] (potassium carbonate), NCCC=1C=NC=CC1 (3-(2-aminoethyl)pyridine). The solvent is C(C)O (ethanol), CS(=O)C (dimethyl sulphoxide). The product is N1=CC(=CC=C1)CCNC1=C(C(=O)N)C=CC(=C1)N1C2=CC=CC=C2C=2C(=CC=CC12)C=1C=NC2=CC=CC=C2C1 (2-[2-(pyridin-3-yl)ethylamino]-4-[4-(quinolin-3-yl)-9H-carbazol-9-yl]benzamide). Reaction SMILES: F[C:2]1[CH:9]=[C:8]([N:10]2[C:22]3[CH:21]=[CH:20][CH:19]=[C:18]([C:23]4[CH:24]=[N:25][C:26]5[C:31]([CH:32]=4)=[CH:30][CH:29]=[CH:28][CH:27]=5)[C:17]=3[C:16]3[C:11]2=[CH:12][CH:13]=[CH:14][CH:15]=3)[CH:7]=[CH:6][C:3]=1[C:4]#[N:5].C(=O)([O-])[O-].[K+].[K+].[NH2:39][CH2:40][CH2:41][C:42]1[CH:43]=[N:44][CH:45]=[CH:46][CH:47]=1.[OH-:48].[Na+].OO>CS(C)=O.C(O)C>[N:44]1[CH:45]=[CH:46][CH:47]=[C:42]([CH2:41][CH2:40][NH:39][C:2]2[CH:9]=[C:8]([N:10]3[C:22]4[CH:21]=[CH:20][CH:19]=[C:18]([C:23]5[CH:24]=[N:25][C:26]6[C:31]([CH:32]=5)=[CH:30][CH:29]=[CH:28][CH:27]=6)[C:17]=4[C:16]4[C:11]3=[CH:12][CH:13]=[CH:14][CH:15]=4)[CH:7]=[CH:6][C:3]=2[C:4]([NH2:5])=[O:48])[CH:43]=1 |f:1.2.3,5.6|. Procedure: The process is carried out as in stage 3 of Example 3, but using 165.4 mg of 2-fluoro-4-[4-(quinolin-3-yl)-9H-carbazol-9-yl]benzonitrile, obtained according to stage 1 of Example 32, 166 mg of potassium carbonate and 346 mg of 3-(2-aminoethyl)pyridine in 1.7 ml of dimethyl sulphoxide, in a microwave for 1 hour and 30 minutes at 115° C. 0.76 ml of a 1M aqueous solution of sodium hydroxide, 0.735 ml of a 30% aqueous solution of hydrogen peroxide and 4 ml of ethanol are then added to the reaction m... Starting materials: COC1=C(C=CC=C1)C1=NNC2=CC=C(C=C12)C#N (3-(2-methoxyphenyl)-1H-indazole-5-carbonitrile), N(=[N+]=[N-])[Sn](CCCC)(CCCC)CCCC (azidotributyl tin). The solvent is C1(=CC=CC=C1)C (toluene). Run at temperature 0 celsius. The product is N=1NN=NC1C=1C=C2C(=NNC2=CC1)C1=C(C=CC=C1)OC (1-(5-(2H-1,2,3,4-Tetrazol-5-yl)(1H-indazol-3-yl))-2-methoxybenzene). RXN SMILES: [CH3:1][O:2][C:3]1[CH:8]=[CH:7][CH:6]=[CH:5][C:4]=1[C:9]1[C:17]2[C:12](=[CH:13][CH:14]=[C:15]([C:18]#[N:19])[CH:16]=2)[NH:11][N:10]=1.[N:20]([Sn](CCCC)(CCCC)CCCC)=[N+:21]=[N-:22]>C1(C)C=CC=CC=1>[N:19]1[NH:20][N:21]=[N:22][C:18]=1[C:15]1[CH:16]=[C:17]2[C:12](=[CH:13][CH:14]=1)[NH:11][N:10]=[C:9]2[C:4]1[CH:5]=[CH:6][CH:7]=[CH:8][C:3]=1[O:2][CH3:1]. Procedure: To a solution of 3-(2-methoxyphenyl)-1H-indazole-5-carbonitrile in toluene (20 mL) was added azidotributyl tin (0.716 g, 0.591 mL, 2.156 mmol). The reaction mixture was heated to reflux temperature for 18 hours. The solvent was removed under reduced pressure with no heat. The resulting oil was dissolved in tetrahydrofuran (2 mL) and toluene was added (20 mL). Hydrogen chloride was bubbled through the solution for 15 min, which resulted in the precipitation of a white solid. The product was colle... The reactants are ClC1=NC(=NC(=C1[N+](=O)[O-])Cl)C (4,6-dichloro-2-methyl-5-nitropyrimidine), C(C)NCCCC (ethylbutylamine). Run in C(C)O (ethanol), C(C)O (ethanol). Yields the product ClC1=NC(=NC(=C1[N+](=O)[O-])N(CCCC)CC)C (4-chloro-6-(ethylbutylamino)-2-methyl-5-nitropyrimidine). Yield: 92.0%. Reaction SMILES: Cl[C:2]1[C:7]([N+:8]([O-:10])=[O:9])=[C:6]([Cl:11])[N:5]=[C:4]([CH3:12])[N:3]=1.[CH2:13]([NH:15][CH2:16][CH2:17][CH2:18][CH3:19])[CH3:14]>C(O)C>[Cl:11][C:6]1[C:7]([N+:8]([O-:10])=[O:9])=[C:2]([N:15]([CH2:13][CH3:14])[CH2:16][CH2:17][CH2:18][CH3:19])[N:3]=[C:4]([CH3:12])[N:5]=1. Procedure details: Part A. A solution of 4,6-dichloro-2-methyl-5-nitropyrimidine (prepared rising the methods of Albert, et al., J. Chem. Soc. 1954, p. 3832) (2.77 g, 13.3 mmol) in absolute ethanol (25 mL) was cooled to 0° C., and treated with triethylatine (2.00 mL, 14.3 mmol). Then, a solution of ethylbutylamine (1.80 mL, 13.2 mmol) in ethanol (3 mL) was added dropwise with stirring. The mixture was allowed to stir and warm to ambient temperature overnight, then was partitioned between water and ethyl acetate (1... The reactants are BrC1=CC=C(C=C1)CNC (1-(4-bromophenyl)-N-methylmethanamine), bis(pinacoato)diboron, BrC=1C=2C3=C(C(NC2C=CC1OC)=O)SC=C3 (9-bromo-8-methoxythieno[2,3-c]quinolin-4(5H)-one). Yields the product COC1=C(C=2C3=C(C(NC2C=C1)=O)SC=C3)C3=CC=C(C=C3)CNC (8-Methoxy-9-{4-[(methylamino)methyl]phenyl}thieno[2,3-c]quinolin-4(5H)-one). The yield is 41.4%. As a reaction SMILES: Br[C:2]1[CH:7]=[CH:6][C:5]([CH2:8][NH:9][CH3:10])=[CH:4][CH:3]=1.Br[C:12]1[C:13]2[C:14]3[CH:27]=[CH:26][S:25][C:15]=3[C:16](=[O:24])[NH:17][C:18]=2[CH:19]=[CH:20][C:21]=1[O:22][CH3:23]>>[CH3:23][O:22][C:21]1[CH:20]=[CH:19][C:18]2[NH:17][C:16](=[O:24])[C:15]3[S:25][CH:26]=[CH:27][C:14]=3[C:13]=2[C:12]=1[C:2]1[CH:7]=[CH:6][C:5]([CH2:8][NH:9][CH3:10])=[CH:4][CH:3]=1. Procedure details: Following General Procedure E, 1-(4-bromophenyl)-N-methylmethanamine (200 mg, 1.0 mmol) was reacted to bis(pinacoato)diboron (280 mg, 1.1 mmol) to afford the crude boronic ester which was reacted with 9-bromo-8-methoxythieno[2,3-c]quinolin-4(5H)-one (310 mg, 1.0 mmol) to afford the desired product (145 mg, 42%) as a white solid: 1H NMR (500 MHz, CD3OD) δ 7.65 (d, J=8.1 Hz, 2H), 7.58-7.52 (m, 2H), 7.42-7.35 (m, 3H), 6.02 (d, J=5.4 Hz, 1H), 4.33 (s, 2H), 3.73 (s, 3H), 2.83 (s, 3H). Starting materials: N([C@@H]([C@H](OCC1=CC=CC=C1)C)C(=O)N[C@@H](CC(N)=O)C(=O)N[C@@H]([C@H](OCC1=CC=CC=C1)C)C(=O)NCC(=O)N[C@@H](COCC1=CC=CC=C1)C(=O)NCC(=O)N[C@@H]([C@H](OCC1=CC=CC=C1)C)C(=O)N1[C@H](C(=O)N)CCC1)C(=O)OC(C)(C)C (Boc-Thr(Bzl)-Asn-Thr(Bzl)-Gly-Ser(Bzl)-Gly-Thr(Bzl)-Pro-NH2), N([C@@H](CCCNC(NS(=O)(=O)C1=CC=C(C)C=C1)=N)C(=O)O)C(=O)OC(C)(C)C (Boc-Arg(Tos)-OH). Product: N([C@@H](CCCNC(NS(=O)(=O)C1=CC=C(C)C=C1)=N)C(=O)N[C@@H]([C@H](OCC1=CC=CC=C1)C)C(=O)N[C@@H](CC(N)=O)C(=O)N[C@@H]([C@H](OCC1=CC=CC=C1)C)C(=O)NCC(=O)N[C@@H](COCC1=CC=CC=C1)C(=O)NCC(=O)N[C@@H]([C@H](OCC1=CC=CC=C1)C)C(=O)N1[C@H](C(=O)N)CCC1)C(=O)OC(C)(C)C (Boc-Arg(Tos)-Thr(Bzl)-Asn-Thr(Bzl)-Gly-Ser(Bzl)-Gly-Thr(Bzl)-Pro-NH2). Yield: 72.2%. As a reaction SMILES: [NH:1](C(OC(C)(C)C)=O)[C@H:2]([C:13]([NH:15][C@H:16]([C:21]([NH:23][C@H:24]([C:35]([NH:37][CH2:38][C:39]([NH:41][C@H:42]([C:52]([NH:54][CH2:55][C:56]([NH:58][C@H:59]([C:70]([N:72]1[CH2:79][CH2:78][CH2:77][C@H:73]1[C:74]([NH2:76])=[O:75])=[O:71])[C@@H:60]([CH3:69])[O:61][CH2:62][C:63]1[CH:68]=[CH:67][CH:66]=[CH:65][CH:64]=1)=[O:57])=[O:53])[CH2:43][O:44][CH2:45][C:46]1[CH:51]=[CH:50][CH:49]=[CH:48][CH:47]=1)=[O:40])=[O:36])[C@@H:25]([CH3:34])[O:26][CH2:27][C:28]1[CH:33]=[CH:32][CH:31]=[CH:30][CH:29]=1)=[O:22])[CH2:17][C:18](=[O:20])[NH2:19])=[O:14])[C@@H:3]([CH3:12])[O:4][CH2:5][C:6]1[CH:11]=[CH:10][CH:9]=[CH:8][CH:7]=1.[NH:87]([C:109]([O:111][C:112]([CH3:115])([CH3:114])[CH3:113])=[O:110])[C@H:88]([C:106](O)=[O:107])[CH2:89][CH2:90][CH2:91][NH:92][C:93](=[NH:105])[NH:94][S:95]([C:98]1[CH:104]=[CH:103][C:101]([CH3:102])=[CH:100][CH:99]=1)(=[O:97])=[O:96]>>[NH:87]([C:109]([O:111][C:112]([CH3:114])([CH3:113])[CH3:115])=[O:110])[C@H:88]([C:106]([NH:1][C@H:2]([C:13]([NH:15][C@H:16]([C:21]([NH:23][C@H:24]([C:35]([NH:37][CH2:38][C:39]([NH:41][C@H:42]([C:52]([NH:54][CH2:55][C:56]([NH:58][C@H:59]([C:70]([N:72]1[CH2:79][CH2:78][CH2:77][C@H:73]1[C:74]([NH2:76])=[O:75])=[O:71])[C@@H:60]([CH3:69])[O:61][CH2:62][C:63]1[CH:64]=[CH:65][CH:66]=[CH:67][CH:68]=1)=[O:57])=[O:53])[CH2:43][O:44][CH2:45][C:46]1[CH:47]=[CH:48][CH:49]=[CH:50][CH:51]=1)=[O:40])=[O:36])[C@@H:25]([CH3:34])[O:26][CH2:27][C:28]1[CH:33]=[CH:32][CH:31]=[CH:30][CH:29]=1)=[O:22])[CH2:17][C:18](=[O:20])[NH2:19])=[O:14])[C@@H:3]([CH3:12])[O:4][CH2:5][C:6]1[CH:7]=[CH:8][CH:9]=[CH:10][CH:11]=1)=[O:107])[CH2:89][CH2:90][CH2:91][NH:92][C:93](=[NH:105])[NH:94][S:95]([C:98]1[CH:104]=[CH:103][C:101]([CH3:102])=[CH:100][CH:99]=1)(=[O:97])=[O:96]. Procedure details: By using 8.35 g of Boc-Thr(Bzl)-Asn-Thr(Bzl)-Gly-Ser(Bzl)-Gly-Thr(Bzl)-Pro-NH2 and 3.30 g of Boc-Arg(Tos)-OH, and the same procedure as in Reference 15 was repeated to obtain 7.60 g (yield: 70.5%) of the above-mentioned objective product. Melting point: 120°-132° C. The reactants are diethyl ester, C(#N)C(=C(C(=O)O)O)C=CC(=C(C(=O)O)O)C#N (3,6-dicyano-2,7-dihydroxy-2,4,6-octatrienedioic acid), ClC=1C=C(N)C=CC1 (3-chloroaniline), C1(=CC=CC=C1)C (toluene). Solvent: O (water). Yields the product ethyl ester, C(#N)C1=C(N(C=C1)C1=CC(=CC=C1)Cl)C(=O)O (3-cyano-1-(3-chlorophenyl)-1H-pyrrole-2-carboxylic acid). RXN SMILES: C(C([CH:9]=[CH:10][C:11]([C:17]#[N:18])=[C:12](O)[C:13]([OH:15])=[O:14])=C(O)C(O)=O)#N.[Cl:19][C:20]1[CH:21]=[C:22]([CH:24]=[CH:25][CH:26]=1)[NH2:23].C1(C)C=CC=CC=1>O>[C:17]([C:11]1[CH:10]=[CH:9][N:23]([C:22]2[CH:24]=[CH:25][CH:26]=[C:20]([Cl:19])[CH:21]=2)[C:12]=1[C:13]([OH:15])=[O:14])#[N:18]. Procedure: A mixture of 9.2 g of the diethyl ester of 3,6-dicyano-2,7-dihydroxy-2,4,6-octatrienedioic acid (Huisgen and Laschtuvka, supra), 7.0 g of 3-chloroaniline and 75 ml of dry toluene was stirred at reflux for 3 hours, water of reaction being distilled from the mixture as it was formed. The resulting mixture was filtered and the solvent was evaporated under reduced pressure. The residue was dissolved in 35 ml of hot ethanol and the solution was chilled in a freezer. The resulting solid was filtered a... Reactants: C1(=CC=CC=C1)CCOC1=CC=C(C=C1)C(C)=O (4'-(2-phenylethoxy)acetophenone), C[Si](C)(C)[N-][Si](C)(C)C.[Li+] (lithium bis(trimethylsilyl)amide), Cl[Si](C)(C)C (chlorotrimethylsilane), diethyl ester, C1(=CC=CC=C1)CCSC(C(=O)O)C(=O)O ([(2-phenylethyl)thio]propanedioic acid). Solvent: C1CCOC1 (THF). Product: OC1=C(C(OC(=C1)C1=CC=C(C=C1)OCCC1=CC=CC=C1)=O)SCCC1=CC=CC=C1 (4-Hydroxy-6-[4-(2-phenylethoxy)phenyl]-3-[(2-phenylethyl)thio]-2H-pyran-2-one). As a reaction SMILES: [C:1]1([CH2:7][CH2:8][O:9][C:10]2[CH:15]=[CH:14][C:13]([C:16](=[O:18])[CH3:17])=[CH:12][CH:11]=2)[CH:6]=[CH:5][CH:4]=[CH:3][CH:2]=1.C[Si]([N-][Si](C)(C)C)(C)C.[Li+].Cl[Si](C)(C)C.[C:34]1([CH2:40][CH2:41][S:42][CH:43]([C:47](O)=[O:48])[C:44](O)=[O:45])[CH:39]=[CH:38][CH:37]=[CH:36][CH:35]=1>C1COCC1>[OH:48][C:47]1[CH:17]=[C:16]([C:13]2[CH:12]=[CH:11][C:10]([O:9][CH2:8][CH2:7][C:1]3[CH:2]=[CH:3][CH:4]=[CH:5][CH:6]=3)=[CH:15][CH:14]=2)[O:18][C:44](=[O:45])[C:43]=1[S:42][CH2:41][CH2:40][C:34]1[CH:35]=[CH:36][CH:37]=[CH:38][CH:39]=1 |f:1.2|. Procedure: The title compound was prepared by Method A using 4'-(2-phenylethoxy)acetophenone (1.21 g, 5.06 mmol), lithium bis(trimethylsilyl)amide (0.930 g, 5.56 mmol), chlorotrimethylsilane (0.705 mL, 5.56 mmol), THF (57 mL), and diethyl ester of [(2-phenylethyl)thio]propanedioic acid (1.00 g, 3.37 mmol). m.p. 103-106° C.; 1H NMR (400 MHz, DMSO-d6) δ2.76 (t, 2 H), 2.97 (t, 2 H), 3.06 (t, 2 H), 4.27 (t, 2 H), 6.67 (s, 1 H), 7.21 (m, 12 H), 7.73 (d, 2 H).